This data is from the Open Reaction Database (ORD), a public repository of structured organic reaction records. The task is: describe an organic reaction: reactants, conditions, products, and yield Reactants: C(C)(C)NC(NC1=CC(=CC=C1)NC(=O)NC1=CC=C(C=C1)Cl)=S (1-(3-Isopropylthioureido)-3-(3-p-chlorophenylureido)-benzene), N (ammonia), mercuric oxide. The solvent is C(C)O (ethanol). Run at time 0.5 hour. The product is Cl.C(C)(C)NC(NC1=CC(=CC=C1)NC(=O)NC1=CC=C(C=C1)Cl)=N (1-(3-isopropylguanidino)-3-(3-p-chlorophenylureido)benzene hydrochloride). Reaction SMILES: [CH:1]([NH:4][C:5](=S)[NH:6][C:7]1[CH:12]=[CH:11][CH:10]=[C:9]([NH:13][C:14]([NH:16][C:17]2[CH:22]=[CH:21][C:20]([Cl:23])=[CH:19][CH:18]=2)=[O:15])[CH:8]=1)([CH3:3])[CH3:2].[NH3:25]>C(O)C>[ClH:23].[CH:1]([NH:4][C:5](=[NH:25])[NH:6][C:7]1[CH:12]=[CH:11][CH:10]=[C:9]([NH:13][C:14]([NH:16][C:17]2[CH:22]=[CH:21][C:20]([Cl:23])=[CH:19][CH:18]=2)=[O:15])[CH:8]=1)([CH3:3])[CH3:2] |f:3.4|. Procedure: 1-(3-Isopropylthioureido)-3-(3-p-chlorophenylureido)-benzene (1.5 crystallized g.) is dissolved in ethanol (100 ml.) saturated with ammonia gas, and the solution stirred for 24 hours at room temperature with yellow mercuric oxide (1.02 g.). The mixture is boiled for 1/2 hour to coagulate the fine precipitate, and is filtered hot. The solid is washed thoroughly with 3 × 50 ml. portions of boiling ethanol, and the filtrate and washings are combined and evaporated to dryness. The remaining gum is d... The reactants are CC(C)(C)O, C=C(CC1(CC)CCCc2ccccc21)C(F)(F)F, [Na+], [Na+], O, O=S([O-])[O-]. Product: CCC1(CC(O)(CO)C(F)(F)F)CCCc2ccccc21. RXN SMILES: [C:27]([OH:28])([CH3:29])([CH3:30])[CH3:31].[CH2:1]([CH3:2])[C:3]1([CH2:13][C:14](=[CH2:15])[C:16]([F:17])([F:18])[F:19])[CH2:4][CH2:5][CH2:6][c:7]2[cH:8][cH:9][cH:10][cH:11][c:12]21.[Na+:24].[Na+:25].[OH2:26].[S:20](=[O:21])([O-:22])[O-:23]>>[CH2:1]([CH3:2])[C:3]1([CH2:13][C:14]([CH2:15][OH:26])([C:16]([F:17])([F:18])[F:19])[OH:21])[CH2:4][CH2:5][CH2:6][c:7]2[cH:8][cH:9][cH:10][cH:11][c:12]21. Starting materials: FC1=C(C(=C(C(=C1O)F)F)F)F (pentafluorophenol), C1(CCCCC1)N=C=NC1CCCCC1 (dicyclohexylcarbodiimide), C(C(=O)C)(=O)O (pyruvic acid). The solvent is ClCCl (dichloromethane), ClCCl (dichloromethane). Run at time 18 hour. The product is C(C(=O)C)(=O)OC1=C(C(=C(C(=C1F)F)F)F)F (pentafluorophenyl pyruvate). The yield is 78.9%. Reaction SMILES: [F:1][C:2]1[C:7]([OH:8])=[C:6]([F:9])[C:5]([F:10])=[C:4]([F:11])[C:3]=1[F:12].C1(N=C=NC2CCCCC2)CCCCC1.[C:28](O)(=[O:32])[C:29]([CH3:31])=[O:30]>ClCCl>[C:28]([O:8][C:7]1[C:2]([F:1])=[C:3]([F:12])[C:4]([F:11])=[C:5]([F:10])[C:6]=1[F:9])(=[O:32])[C:29]([CH3:31])=[O:30]. Reported procedure: 736 mg (4 mmol) of pentafluorophenol and 825 mg (4 mmol) of dicyclohexylcarbodiimide were added to a stirred solution of 352 mg (4 mmol) of pyruvic acid in 10 ml of dichloromethane at 0° C. under nitrogen. The mixture obtained was diluted with 40 ml of dichloromethane and stirred at room temperature for 18 hours. The solvent was removed under reduced pressure. The residue was treated with 5 ml of cold ethyl acetate. The mixture was filtered and the filtrate was evaporated to dryness. The residue... The reactants are CC1=C(N)C=C(C(=C1)O)C (2,5-dimethyl-4-hydroxyaniline), C([O-])([O-])=O.[K+].[K+] (potassium carbonate), ClC=1C=C(CC2=NSC(=N2)S(=O)(=O)C2=CC=C(C=C2)C)C=CC1 (3-(3-chlorobenzyl)-5-[(4-methylphenyl)sulphonyl]-1,2,4-thiadiazole). Run in C(C)#N (acetonitrile). Conditions: time 30 minute. The product is ClC=1C=C(CC2=NSC(=N2)OC2=CC(=C(N)C=C2C)C)C=CC1 (4-{[3-(3-Chlorobenzyl)-1,2,4-thiadiazol-5-yl]oxy}-2,5-dimethylaniline). Yield: 70.6%. RXN SMILES: [CH3:1][C:2]1[CH:8]=[C:7]([OH:9])[C:6]([CH3:10])=[CH:5][C:3]=1[NH2:4].C(=O)([O-])[O-].[K+].[K+].[Cl:17][C:18]1[CH:19]=[C:20]([CH:37]=[CH:38][CH:39]=1)[CH2:21][C:22]1[N:26]=[C:25](S(C2C=CC(C)=CC=2)(=O)=O)[S:24][N:23]=1>C(#N)C>[Cl:17][C:18]1[CH:19]=[C:20]([CH:37]=[CH:38][CH:39]=1)[CH2:21][C:22]1[N:26]=[C:25]([O:9][C:7]2[C:6]([CH3:10])=[CH:5][C:3]([NH2:4])=[C:2]([CH3:1])[CH:8]=2)[S:24][N:23]=1 |f:1.2.3|. Reported procedure: 3.86 g (28.1 mmol) of 2,5-dimethyl-4-hydroxyaniline are placed in 50 ml of acetonitrile, 4.66 g (33.8 mmol) of potassium carbonate are added at ambient temperature and the mixture is stirred for 30 min at ambient temperature. Subsequently, 11.0 g (28.1 mmol) of 3-(3-chlorobenzyl)-5-[(4-methylphenyl)sulphonyl]-1,2,4-thiadiazole are added and the reaction mixture is stirred at 50° C. for 12 h. After cooling, the mixture is concentrated using a rotary evaporator and the residue is taken in dichloro... The reactants are FC1=CC=C(CN2C(=CC=C2C2=CC=CC=C2)C(C)=O)C=C1 (1-[1-(4-fluorobenzyl)-5-phenyl-1H-pyrrol-2-yl]ethanone), C1CCOC1 (THF), C(C(=O)OCC)(=O)OCC (diethyl oxalate), CC[O-].[Na+] (NaOEt). Run in CCOC(=O)C (EtOAc). Run at time 1 hour. The product is C(C)OC(C(CC(=O)C=1N(C(=CC1)C1=CC=CC=C1)CC1=CC=C(C=C1)F)=O)=O (4-[1-(4-fluorobenzyl)-5-phenyl-1H-pyrrol-2-yl]-2,4-dioxobutyric acid ethyl ester). RXN SMILES: [F:1][C:2]1[CH:22]=[CH:21][C:5]([CH2:6][N:7]2[C:11]([C:12]3[CH:17]=[CH:16][CH:15]=[CH:14][CH:13]=3)=[CH:10][CH:9]=[C:8]2[C:18](=[O:20])[CH3:19])=[CH:4][CH:3]=1.C1COCC1.[C:28](OCC)(=[O:34])[C:29]([O:31][CH2:32][CH3:33])=[O:30].CC[O-].[Na+]>CCOC(C)=O>[CH2:32]([O:31][C:29](=[O:30])[C:28](=[O:34])[CH2:19][C:18]([C:8]1[N:7]([CH2:6][C:5]2[CH:21]=[CH:22][C:2]([F:1])=[CH:3][CH:4]=2)[C:11]([C:12]2[CH:17]=[CH:16][CH:15]=[CH:14][CH:13]=2)=[CH:10][CH:9]=1)=[O:20])[CH3:33] |f:3.4|. Procedure: To a 100 mL round bottomed flask with a stirring bar and an argon inlet was added 1-[1-(4-fluorobenzyl)-5-phenyl-1H-pyrrol-2-yl]ethanone AV-8-1 (0.628 g, 2.14 mmol), dry THF (10 mL), diethyl oxalate (0.41 mL, 3.00 mmol) and NaOEt (0.204 g, 3.00 mmol). The resulting mixture was stirred 1 h at ambient temperature. The mixture was diluted with EtOAc and washed with 1N HCl, H2O (2×) and brine. Drying (MgSO4) filtration and removal of the solvent in vacuo gave 4-[1-(4-fluorobenzyl)-5-phenyl-1H-pyrrol...